From a dataset of the Open Reaction Database (ORD), a public repository of structured organic reaction records. describe an organic reaction: reactants, conditions, products, and yield RXN SMILES: [S:1](=[O:5])(=[O:4])([OH:3])[OH:2].[CH3:6][N:7]1[CH:12]=[C:11]([C:13]2[CH:18]=[CH:17][CH:16]=[C:15]([C:19](F)(F)F)[CH:14]=2)[C:10](=[O:23])[C:9]([N:24]2[CH:28]=[CH:27][CH:26]=[N:25]2)=[CH:8]1.[OH2:29]>>[C:19]([C:15]1[CH:14]=[C:13]([C:11]2[C:10](=[O:23])[C:9]([N:24]3[CH:28]=[CH:27][CH:26]=[N:25]3)=[CH:8][N:7]([CH3:6])[CH:12]=2)[CH:18]=[CH:17][CH:16]=1)([OH:2])=[O:29].[S:1](=[O:3])(=[O:2])([OH:5])[OH:4] |f:3.4|. Reported procedure: 200 ml (3.74 moles) of concentrated sulphuric acid are added dropwise to 150 g (0.47 mole) of 1-methyl-3-(pyrazol-1-yl)-5-(3-trifluoromethylphenyl)-4-pyridone, with stirring, whereupon the temperature rises to 80° C. to 90° C. When the addition has ended, the mixture is warmed at 140° C., with stirring, until the evolution of gas has ended (about 45 minutes) and is then left to cool to about 40° C. to 50° C., 200 ml of water are carefully added in small portions and, when the addition has ended,... Starting materials: S(O)(O)(=O)=O (sulphuric acid), CN1C=C(C(C(=C1)C1=CC(=CC=C1)C(F)(F)F)=O)N1N=CC=C1 (1-methyl-3-(pyrazol-1-yl)-5-(3-trifluoromethylphenyl)-4-pyridone), O (water). The product is C(=O)(O)C=1C=C(C=CC1)C=1C(C(=CN(C1)C)N1N=CC=C1)=O.S(O)(O)(=O)=O (5-(3-carboxyphenyl)-1-methyl-3-(pyrazol-1-yl)-4-pyridone sulphuric acid). Reaction conditions: temperature 140 celsius.